Dataset: the Open Reaction Database (ORD), a public repository of structured organic reaction records. Task: describe an organic reaction: reactants, conditions, products, and yield Starting materials: ice, N1C(=C(C2=CC=CC=C12)C(=O)OC)C(=O)OC (dimethyl 1H-indole-2,3-dicarboxylate), [H-].[Na+] (NaH), CI (methyl iodide), [OH-].[K+] (KOH). The solvent is CCOC(=O)C (EtOAc), CN(C=O)C (N,N-dimethylformamide), CCO (EtOH). Run at temperature 75 celsius, time 8 hour. Yields the product CN1C(=C(C2=CC=CC=C12)C(=O)O)C(=O)O (1-methyl-1H-indole-2,3-dicarboxylic acid). Yield: 100.1%. As a reaction SMILES: [NH:1]1[C:9]2[C:4](=[CH:5][CH:6]=[CH:7][CH:8]=2)[C:3]([C:10]([O:12]C)=[O:11])=[C:2]1[C:14]([O:16]C)=[O:15].[H-].[Na+].[CH3:20]I.[OH-].[K+]>CN(C)C=O.CCO.CCOC(C)=O>[CH3:20][N:1]1[C:9]2[C:4](=[CH:5][CH:6]=[CH:7][CH:8]=2)[C:3]([C:10]([OH:12])=[O:11])=[C:2]1[C:14]([OH:16])=[O:15] |f:1.2,4.5|. Reported procedure: An ice cold solution of dimethyl 1H-indole-2,3-dicarboxylate (3 g, 12.86 mmol) in N,N-dimethylformamide (DMF) (31.5 ml) was treated with NaH (0.617 g, 15.44 mmol) and methyl iodide (0.881 ml, 14.15 mmol) and warmed to 75° C. After 8 h, the reaction mixture was partitioned between EtOAc and sat. aq. NH4Cl. The combined organics were washed with water (3×), brine, dried (MgSO4), filtered and concentrated. The residue was treated with a solution of KOH (8.66 g, 154 mmol) in EtOH (200 mL) and heated... The reactants are C(C)[Mg]Br (ethyl magnesium bromide), COC(CCC#C)OC (1,1-dimethoxy-4-pentyne). Product: COC(CCC#C[Mg]Br)OC (1,1-dimethoxy-pent-4-yn-5-yl magnesium bromide). RXN SMILES: [CH2:1]([Mg:3][Br:4])[CH3:2].[CH3:5][O:6][CH:7]([O:12][CH3:13])[CH2:8][CH2:9]C#C>>[CH3:5][O:6][CH:7]([O:12][CH3:13])[CH2:8][CH2:9][C:2]#[C:1][Mg:3][Br:4]. Procedure details: 1,1-dimethoxy-pent-4-yn-5-yl magnesium bromide was prepared in situ from ethyl magnesium bromide and 1,1-dimethoxy-4-pentyne. The latter was prepared as follows: Reactants: N1CCOCC1 (morpholine), C(C1=CC=CC=C1)(C1=CC=CC=C1)(C1=CC=CC=C1)NC=1SC=C(N1)/C(/C(=O)NC1[C@@H]2N(C(=C(CS2)C(C)=O)C(=S)OC(C2=CC=CC=C2)C2=CC=CC=C2)C1=O)=N/OC (diphenylmethyl 7-[(Z)-2-(2-tritylaminothiazol-4-yl) -2-methoxyiminoacetamido]-3-acetylthio-3-cephem-4-carboxylate), FC(S(=O)(=O)OCC1OCOCC1)(F)F (1,3-dioxan-4-ylmethyl trifluoromethanesulfonate), Example 27 ( b ), Example 27 ( b ), Example 27 ( a ), O1COCC(C1)CO (1,3-dioxan-5-ylmethanol), Example 27 ( b ). Reagents/catalysts: FC(S(=O)(=O)OS(=O)(=O)C(F)(F)F)(F)F (trifluoromethanesulfonic acid anhydride). The solvent is N1=CC=CC=C1 (pyridine), C(C)N(CC)CC (triethylamine). Product: FC(S(=O)(=O)OCC1COCOC1)(F)F (1,3-Dioxan-5-ylmethyl trifluoromethanesulfonate), C(C1=CC=CC=C1)(C1=CC=CC=C1)(C1=CC=CC=C1)NC=1SC=C(N1)/C(/C(=O)NC1[C@@H]2N(C(=C(CS2)CC2COCOC2)C(=S)OC(C2=CC=CC=C2)C2=CC=CC=C2)C1=O)=N/OC (Diphenylmethyl 7-[(Z)-2-(2-tritylaminothiazol-4-yl)-2-methoxyiminoacetamido]-3-(1,3-dioxan-5-yl)methylthio-3-cephem-4-carboxylate). The yield is 92.0%. As a reaction SMILES: [O:1]1[CH2:6][CH:5]([CH2:7][OH:8])[CH2:4][O:3][CH2:2]1.[C:9]([NH:28][C:29]1[S:30][CH:31]=[C:32](/[C:34](=[N:66]/[O:67][CH3:68])/[C:35]([NH:37][CH:38]2[C:64](=[O:65])[N:40]3[C:41]([C:48]([O:50][CH:51]([C:58]4[CH:63]=[CH:62][CH:61]=[CH:60][CH:59]=4)[C:52]4[CH:57]=[CH:56][CH:55]=[CH:54][CH:53]=4)=[S:49])=[C:42]([C:45](=O)C)[CH2:43][S:44][C@H:39]23)=[O:36])[N:33]=1)([C:22]1[CH:27]=[CH:26][CH:25]=[CH:24][CH:23]=1)([C:16]1[CH:21]=[CH:20][CH:19]=[CH:18][CH:17]=1)[C:10]1[CH:15]=[CH:14][CH:13]=[CH:12][CH:11]=1.N1CCOCC1.[F:75][C:76]([F:89])([F:88])[S:77](OC[CH:82]1[CH2:87][CH2:86][O:85][CH2:84][O:83]1)(=[O:79])=[O:78]>FC(F)(F)S(OS(C(F)(F)F)(=O)=O)(=O)=O.C(N(CC)CC)C.N1C=CC=CC=1>[F:75][C:76]([F:89])([F:88])[S:77]([O:8][CH2:7][CH:5]1[CH2:4][O:3][CH2:2][O:1][CH2:6]1)(=[O:79])=[O:78].[C:9]([NH:28][C:29]1[S:30][CH:31]=[C:32](/[C:34](=[N:66]/[O:67][CH3:68])/[C:35]([NH:37][CH:38]2[C:64](=[O:65])[N:40]3[C:41]([C:48]([O:50][CH:51]([C:58]4[CH:59]=[CH:60][CH:61]=[CH:62][CH:63]=4)[C:52]4[CH:53]=[CH:54][CH:55]=[CH:56][CH:57]=4)=[S:49])=[C:42]([CH2:45][CH:87]4[CH2:82][O:83][CH2:84][O:85][CH2:86]4)[CH2:43][S:44][C@H:39]23)=[O:36])[N:33]=1)([C:16]1[CH:17]=[CH:18][CH:19]=[CH:20][CH:21]=1)([C:10]1[CH:15]=[CH:14][CH:13]=[CH:12][CH:11]=1)[C:22]1[CH:23]=[CH:24][CH:25]=[CH:26][CH:27]=1. Procedure details: 1,3-Dioxan-5-ylmethyl trifluoromethanesulfonate was prepared in the same manner as in Example 27 (a) from 1,3-dioxan-5-ylmethanol (205 mg), pyridine (0.15 ml) and trifluoromethanesulfonic acid anhydride (5.39 mg). On the other hand, diphenylmethyl 7-[(Z)-2-(2-tritylaminothiazol-4-yl) -2-methoxyiminoacetamido]-3-acetylthio-3-cephem-4-carboxylate (500 mg) was reacted with morpholine and triethylamine in the same manner as in Example 27 (b), followed by reacting the resulting reaction product with ... The reactants are C1=CC=CC=2C3=CC=CC=C3C(C12)COC(=O)N[C@@H](CCC(NC(C1=CC=CC=C1)(C1=CC=CC=C1)C1=CC=CC=C1)=O)C(=O)NC1=CC(=C(C=C1)OC)O (N-[Nα-(9-fluorenylmethoxycarbonyl)-Nδ-trityl-L-glutaminyl]-3-hydroxy-4-methoxyaniline), FC=1C=C2C=C(NC2=CC1)C(=O)O (5-fluoroindole-2-carboxylic acid). RXN SMILES: C1C2C(COC([NH:18][C@H:19]([C:44]([NH:46][C:47]3[CH:52]=[CH:51][C:50]([O:53][CH3:54])=[C:49]([OH:55])[CH:48]=3)=[O:45])[CH2:20][CH2:21][C:22](=[O:43])[NH:23][C:24]([C:37]3[CH:42]=[CH:41][CH:40]=[CH:39][CH:38]=3)([C:31]3[CH:36]=[CH:35][CH:34]=[CH:33][CH:32]=3)[C:25]3[CH:30]=[CH:29][CH:28]=[CH:27][CH:26]=3)=O)C3C(=CC=CC=3)C=2C=CC=1.[F:56][C:57]1[CH:58]=[C:59]2[C:63](=[CH:64][CH:65]=1)[NH:62][C:61]([C:66]([OH:68])=O)=[CH:60]2>>[F:56][C:57]1[CH:58]=[C:59]2[C:63](=[CH:64][CH:65]=1)[NH:62][C:61]([C:66]([NH:18][C@H:19]([C:44]([NH:46][C:47]1[CH:52]=[CH:51][C:50]([O:53][CH3:54])=[C:49]([OH:55])[CH:48]=1)=[O:45])[CH2:20][CH2:21][C:22](=[O:43])[NH:23][C:24]([C:31]1[CH:36]=[CH:35][CH:34]=[CH:33][CH:32]=1)([C:37]1[CH:42]=[CH:41][CH:40]=[CH:39][CH:38]=1)[C:25]1[CH:26]=[CH:27][CH:28]=[CH:29][CH:30]=1)=[O:68])=[CH:60]2. The yield is 72.0%. Procedure: The title compound was prepared from N-[Nα-(9-fluorenylmethoxycarbonyl)-Nδ-trityl-L-glutaminyl]-3-hydroxy-4-methoxyaniline (605 mg, 0.8 mmol, example 109, step A) as described for example 109 (step B) using 5-fluoroindole-2-carboxylic acid (222 mg, 1.24 mmol) instead of N-(4-fluorobenzyl)indole-2-carboxylic acid. The crude material was purified by flash chromatography using 10, 20 and 40% EtOAc/CH2Cl2 as the eluent. The title compound was obtained as yellow crystals (400 mg, 72%). Yields the product FC=1C=C2C=C(NC2=CC1)C(=O)N[C@@H](CCC(NC(C1=CC=CC=C1)(C1=CC=CC=C1)C1=CC=CC=C1)=O)C(=O)NC1=CC(=C(C=C1)OC)O (N-[Nα-(5-Fluoroindole-2-carbonyl)-Nδ-trityl-L-glutaminyl]-3-hydroxy-4-methoxyaniline), crystals. Starting materials: C1(CCC(=O)O1)=O (succinic anhydride), C(C1=CC=CC=C1)O (benzyl alcohol). Run in C1(=CC=CC=C1)C (toluene). Product: C(C1=CC=CC=C1)OC(=O)CCC(=O)O (3-(benzyloxycarbonyl)propanoic acid). Reaction SMILES: [C:1]1(=[O:7])[O:6][C:4](=[O:5])[CH2:3][CH2:2]1.[CH2:8]([OH:15])[C:9]1[CH:14]=[CH:13][CH:12]=[CH:11][CH:10]=1>C1(C)C=CC=CC=1>[CH2:8]([O:15][C:4]([CH2:3][CH2:2][C:1]([OH:6])=[O:7])=[O:5])[C:9]1[CH:14]=[CH:13][CH:12]=[CH:11][CH:10]=1. Procedure: A solution of succinic anhydride (16.0 g, 160 mmol) and benzyl alcohol (17.1 g, 158 mmol) in toluene (200 mL) was heated at reflux for 3.5 hr. At this time, the solvent was removed in vacuo to leave 3-(benzyloxycarbonyl)propanoic acid as a white solid. Reactants: Cc1cc(Br)cc(C)c1C(=O)N1CCC(N2CCCC2)CC1, Cc1cc(-c2cncc(C(F)(F)F)c2)nc(C)c1C(=O)N1CCC(N2CCCC2)CC1, [Cl-], O=C(OCC1CCCN1C1CCNCC1)c1ccccc1. Yields the product Cc1cc(-c2cncc(C(F)(F)F)c2)nc(C)c1C(=O)N1CCC(N2CCCC2COC(=O)c2ccccc2)CC1. As a reaction SMILES: [Br:1][c:2]1[cH:3][c:4]([CH3:5])[c:6]([C:7]([N:8]2[CH2:9][CH2:10][CH:11]([N:12]3[CH2:13][CH2:14][CH2:15][CH2:16]3)[CH2:17][CH2:18]2)=[O:19])[c:20]([CH3:21])[cH:22]1.[CH3:23][c:24]1[cH:25][c:26](-[c:44]2[cH:45][n:46][cH:47][c:48]([C:50]([F:51])([F:52])[F:53])[cH:49]2)[n:27][c:28]([CH3:43])[c:29]1[C:30](=[O:31])[N:32]1[CH2:33][CH2:34][CH:35]([N:38]2[CH2:39][CH2:40][CH2:41][CH2:42]2)[CH2:36][CH2:37]1.[Cl-:54].[NH:55]1[CH2:56][CH2:57][CH:58]([N:59]2[CH2:60][CH2:61][CH2:62][CH:63]2[CH2:66][O:67][C:68]([c:69]2[cH:70][cH:71][cH:72][cH:73][cH:74]2)=[O:75])[CH2:64][CH2:65]1>>[CH3:23][c:24]1[cH:25][c:26](-[c:44]2[cH:45][n:46][cH:47][c:48]([C:50]([F:51])([F:52])[F:53])[cH:49]2)[n:27][c:28]([CH3:43])[c:29]1[C:30](=[O:31])[N:32]1[CH2:33][CH2:34][CH:35]([N:38]2[CH2:39][CH2:40][CH2:41][CH:42]2[CH2:66][O:67][C:68]([c:69]2[cH:70][cH:71][cH:72][cH:73][cH:74]2)=[O:75])[CH2:36][CH2:37]1. The reactants are C(C)(=O)OCC.CCCCCC (ethyl acetate hexane), C(C)(C)(C)OC(=O)C1=CC=C2CCC(C(C2=C1)=O)N (7-tert-butoxycarbonyl amino-1-tetralone), [H-].[Na+] (sodium hydride), IC (iodomethane), CN(C)C=O (DMF). The product is CN(C1=CC=C2CCCC(C2=C1)=O)C (7-Dimethylaminotetralone), solid. RXN SMILES: C(OC(C1[CH:17]=[C:16]2[C:11]([CH2:12][CH2:13][CH:14](N)[C:15]2=[O:18])=[CH:10][CH:9]=1)=O)(C)(C)C.[H-].[Na+].IC.C(OCC)(=O)C.CCCCCC.[CH3:36][N:37]([CH:39]=O)[CH3:38]>>[CH3:38][N:37]([CH3:36])[C:39]1[CH:17]=[C:16]2[C:11]([CH2:12][CH2:13][CH2:14][C:15]2=[O:18])=[CH:10][CH:9]=1 |f:1.2,4.5|. Procedure details: 7-Dimethylaminotetralone was prepared by treating 7-tert-butoxycarbonyl amino-1-tetralone (2.0 g, 7.6 mmol) with sodium hydride (337 mg of a 60% dispersion in oil) and iodomethane (0.48 ml, 7.6 mmol) in DMF (15 ml) at 100° for 3 h. The solvent was removed under reduced pressure to give an oil which was subjected to column chromatography (silica gel, 30% ethyl acetate/hexane) to give the desired product as a buff solid (137 mg) m.p. 107°. MS (ES+) 190 (MH+. 100%). The reactants are C([C@@H]1[C@H]([C@@H]([C@H]([C@H](O1)O[C@]2([C@H]([C@@H]([C@H](O2)CO)O)O)CO)O)O)O)O (D-(+)-saccharose), C(CCCCCCCCCCC)OS(=O)(=O)C1=CC=CC=C1.[Na] (sodium laurylbenzenesulfonate), O (water), Cl (hydrogen chloride). The reagents and catalysts are [Cl-].C(CCCCCCCCCCCCCCC)[N+](C)(C)C (cetyltrimethylammonium chloride). The solvent is C1(=CC=CC=C1)C (toluene). Conditions: time 3 hour. The product is ClCC1=CC=C(C=O)O1 (5 -chloromethylfurfural). RXN SMILES: C(O)[C@H]1O[C@H](O[C@:9]2([CH2:18]O)[O:13][C@H:12]([CH2:14][OH:15])[C@@H:11](O)[C@@H:10]2O)[C@H](O)[C@@H](O)[C@@H]1O.C(OS(C1C=CC=CC=1)(=O)=O)CCCCCCCCCCC.[Na].O.[ClH:48]>[Cl-].C([N+](C)(C)C)CCCCCCCCCCCCCCC.C1(C)C=CC=CC=1>[Cl:48][CH2:18][C:9]1[O:13][C:12]([CH:14]=[O:15])=[CH:11][CH:10]=1 |f:1.2,5.6,^1:45|. Procedure details: To a three-necked flask equipped with a condenser and a stirrer were added 5 g (0.014 mole) of a commercially available D-(+)-saccharose and two kinds of surface active agent, i.e., 47.1 mg (0.00014 mole) of cetyltrimethylammonium chloride and 51.3 mg (0.00014 mole) of sodium laurylbenzenesulfonate. Then, 5 ml of water and 30 ml of toluene were added thereto and the mixture was stirred. Thereafter, a molar excess of hydrogen chloride was passed through the mixture at room temperature for about 3... Starting materials: FC=1C=C(C=O)C=CC1[N+](=O)[O-] (3-fluoro-4-nitro-benzaldehyde), Cl.NO (hydroxylamine hydrochloride). The solvent is C(C)O (ethanol). Run at temperature 62.5 celsius. Yields the product FC=1C=C(C=NO)C=CC1[N+](=O)[O-] (3-Fluoro-4-nitro-benzaldehyde oxime). Yield: 77.3%. As a reaction SMILES: [F:1][C:2]1[CH:3]=[C:4]([CH:7]=[CH:8][C:9]=1[N+:10]([O-:12])=[O:11])[CH:5]=O.Cl.[NH2:14][OH:15]>C(O)C>[F:1][C:2]1[CH:3]=[C:4]([CH:7]=[CH:8][C:9]=1[N+:10]([O-:12])=[O:11])[CH:5]=[N:14][OH:15] |f:1.2|. Procedure details: A mixture of 3-fluoro-4-nitro-benzaldehyde (9.5; 56.21 mmol) and hydroxylamine hydrochloride (4.29 g; 61.83 mmol) in ethanol (50 mL) was heated at 60-65° C. for 2 hours. The solvent was distilled off. The residue was purified by flash chromatography over silica gel with 10-15% ethyl acetate in light petroleum to give 8 g of the title compound (77.4%); IR (KBr): 3091, 3056, 2501, 2431, 1597, 1513, 1488, 1400 cm−1; MS (m/z): 185 (M++1); 1H NMR (CDCl3) δ: 7.62-7.70 (m, 2H), 8.14-8.19 (m, 1H), 8.24 ... Reactants: CC(=O)O, COc1ccc2c(c1)CC(=O)NC=C2, [H][H]. Yields the product COc1ccc2c(c1)CC(=O)NCC2. As a reaction SMILES: [CH3:17][C:18](=[O:19])[OH:20].[CH3:1][O:2][c:3]1[cH:4][cH:5][c:6]2[c:7]([cH:14]1)[CH2:8][C:9](=[O:13])[NH:10][CH:11]=[CH:12]2.[H:15][H:16]>>[CH3:1][O:2][c:3]1[cH:4][cH:5][c:6]2[c:7]([cH:14]1)[CH2:8][C:9](=[O:13])[NH:10][CH2:11][CH2:12]2.